From a dataset of the Open Reaction Database (ORD), a public repository of structured organic reaction records. describe an organic reaction: reactants, conditions, products, and yield Reactants: COC(=O)c1ccc2[nH]c3c(c2c1)CN(C(=O)OC(C)(C)C)CC3, [Cl-], [H-], CI, [NH4+], [Na+], CN(C)C=O. Product: COC(=O)c1ccc2c(c1)c1c(n2C)CCN(C(=O)OC(C)(C)C)C1. RXN SMILES: [CH2:1]1[N:2]([C:18](=[O:19])[O:20][C:21]([CH3:22])([CH3:23])[CH3:24])[CH2:3][CH2:4][c:5]2[nH:6][c:7]3[cH:8][cH:9][c:10]([C:14](=[O:15])[O:16][CH3:17])[cH:11][c:12]3[c:13]21.[Cl-:29].[H-:26].[I:27][CH3:28].[NH4+:30].[Na+:25].[O:31]=[CH:32][N:33]([CH3:34])[CH3:35]>>[CH2:1]1[N:2]([C:18](=[O:19])[O:20][C:21]([CH3:22])([CH3:23])[CH3:24])[CH2:3][CH2:4][c:5]2[n:6]([CH3:28])[c:7]3[cH:8][cH:9][c:10]([C:14](=[O:15])[O:16][CH3:17])[cH:11][c:12]3[c:13]21. The reactants are CCCC[N+](CCCC)(CCCC)CCCC, C1CCOC1, COc1ccc2c(c1)C1(CC1c1ccc3c(-c4ccc(N5CCOCC5)nc4)nn(COCC[Si](C)(C)C)c3c1)C(=O)N2, CCOC(C)=O, [F-]. Product: COc1ccc2c(c1)C1(CC1c1ccc3c(-c4ccc(N5CCOCC5)nc4)n[nH]c3c1)C(=O)N2. As a reaction SMILES: [CH2:45]([N+:46]([CH2:47][CH2:48][CH2:49][CH3:50])([CH2:51][CH2:52][CH2:53][CH3:54])[CH2:55][CH2:56][CH2:57][CH3:58])[CH2:59][CH2:60][CH3:61].[CH2:62]1[O:63][CH2:64][CH2:65][CH2:66]1.[CH3:1][O:2][c:3]1[cH:4][c:5]2[c:6]([cH:7][cH:8]1)[NH:9][C:10](=[O:43])[C:11]21[CH:12]([c:14]2[cH:15][cH:16][c:17]3[c:18](-[c:31]4[cH:32][n:33][c:34]([N:37]5[CH2:38][CH2:39][O:40][CH2:41][CH2:42]5)[cH:35][cH:36]4)[n:19][n:20]([CH2:23][O:24][CH2:25][CH2:26][Si:27]([CH3:28])([CH3:29])[CH3:30])[c:21]3[cH:22]2)[CH2:13]1.[CH3:67][CH2:68][O:69][C:70]([CH3:71])=[O:72].[F-:44]>>[CH3:1][O:2][c:3]1[cH:4][c:5]2[c:6]([cH:7][cH:8]1)[NH:9][C:10](=[O:43])[C:11]21[CH:12]([c:14]2[cH:15][cH:16][c:17]3[c:18](-[c:31]4[cH:32][n:33][c:34]([N:37]5[CH2:38][CH2:39][O:40][CH2:41][CH2:42]5)[cH:35][cH:36]4)[n:19][nH:20][c:21]3[cH:22]2)[CH2:13]1. The reactants are O, C=C(CI)C(C(=O)OC(c1ccccc1)c1ccccc1)N1C(=O)C2N=C(c3ccccc3)OC21. Yields the product C=C(CO)C(C(=O)OC(c1ccccc1)c1ccccc1)N1C(=O)C2N=C(c3ccccc3)OC21. RXN SMILES: [OH2:36].[c:1]1([CH:7]([c:8]2[cH:9][cH:10][cH:11][cH:12][cH:13]2)[O:14][C:15]([CH:16]([C:17](=[CH2:18])[CH2:19][I:20])[N:21]2[CH:22]3[O:23][C:24]([c:29]4[cH:30][cH:31][cH:32][cH:33][cH:34]4)=[N:25][CH:26]3[C:27]2=[O:28])=[O:35])[cH:2][cH:3][cH:4][cH:5][cH:6]1>>[c:1]1([CH:7]([c:8]2[cH:9][cH:10][cH:11][cH:12][cH:13]2)[O:14][C:15]([CH:16]([C:17](=[CH2:18])[CH2:19][OH:36])[N:21]2[CH:22]3[O:23][C:24]([c:29]4[cH:30][cH:31][cH:32][cH:33][cH:34]4)=[N:25][CH:26]3[C:27]2=[O:28])=[O:35])[cH:2][cH:3][cH:4][cH:5][cH:6]1. The reactants are ClCCl, C=C(c1ccc(C)cc1)C(C)O. The product is C=C(C(C)=O)c1ccc(C)cc1. As a reaction SMILES: [CH2:13]([Cl:14])[Cl:15].[CH3:1][c:2]1[cH:3][cH:4][c:5]([C:8]([CH:9]([CH3:10])[OH:11])=[CH2:12])[cH:6][cH:7]1>>[CH3:1][c:2]1[cH:3][cH:4][c:5]([C:8]([C:9]([CH3:10])=[O:11])=[CH2:12])[cH:6][cH:7]1. The reactants are NC1=NC=CN=C1 (aminopyrazine), C(C)OC(CBr)OCC (bromoacetaldehyde diethylacetal), Br (HBr), [OH-].[Na+] (NaOH). The solvent is C(C)O (ethanol), CC(C)O.C(Cl)Cl (IPA DCM). The product is brown solid, N=1C=CN2C1C=NC=C2 (imidazo[1,2-a]pyrazine). Yield: 94.0%. Reaction SMILES: [NH2:1][C:2]1[CH:7]=[N:6][CH:5]=[CH:4][N:3]=1.[CH2:8](OC(OCC)CBr)[CH3:9].Br.[OH-].[Na+]>C(O)C.CC(O)C.C(Cl)Cl>[N:1]1[CH:8]=[CH:9][N:3]2[CH:4]=[CH:5][N:6]=[CH:7][C:2]=12 |f:3.4,6.7|. Procedure details: To a solution of aminopyrazine (5 g, 53 mol, 1 eq.) in ethanol (212 ml) was added bromoacetaldehyde diethylacetal (12 ml, 80 mol, 1.5 eq.) and HBr (48%, 26.5 ml). The mixture was heated at 70–80° C. for 17 hours. The mixture was then cooled to rt (room temperature), then a mixture of 1N NaOH (200 ml) and 20% IPA/DCM (isopropyl alcohol/Dichloromethane) was added to the reaction mixture. The combined organic layer was dried over sodium sulfate and concentrated to afford 5.9 g of brown solid of imi... The reactants are C=O (formaldehyde), OC1=C(C=C(CC2=C(C(=CC(=C2C)CC2=CC(=C(C=C2)O)C)C)O)C=C1)C (2,4-bis(4-hydroxy-3-methylbenzyl)-3,6-dimethylphenol), [OH-].[Na+] (sodiumhydroxide), O (water), C(C)(=O)O (acetic acid). Solvent: O1CCCC1 (tetrahydrofurane). Run at temperature 40 celsius, time 6 hour. Product: 56.4, OC1=C(C=C(CC2=C(C(=CC(=C2C)CC2=CC(=C(C(=C2)C)O)CO)C)O)C=C1C)CO (2,4-bis(4-hydroxy-3-hydroxymethyl-5-methylbenzyl)-3,6-dimethylphenol). Reaction SMILES: O[C:2]1C=[CH:25][C:5]([CH2:6][C:7]2[C:12]([CH3:13])=[C:11]([CH2:14][C:15]3[CH:20]=[CH:19][C:18](O)=[C:17]([CH3:22])[CH:16]=3)[CH:10]=[C:9]([CH3:23])[C:8]=2[OH:24])=[CH:4][C:3]=1[CH3:27].[OH-:28].[Na+].[OH2:30].[CH2:31]=[O:32].[C:33]([OH:36])(=O)[CH3:34]>O1CCCC1>[OH:28][C:2]1[C:3]([CH3:27])=[CH:4][C:5]([CH2:6][C:7]2[C:12]([CH3:13])=[C:11]([CH2:14][C:15]3[CH:16]=[C:17]([CH3:22])[C:18]([OH:30])=[C:19]([CH2:31][OH:32])[CH:20]=3)[CH:10]=[C:9]([CH3:23])[C:8]=2[OH:24])=[CH:25][C:34]=1[CH2:33][OH:36] |f:1.2|. Procedure details: Into a four-necked flask were charged 54.4 parts of 2,4-bis(4-hydroxy-3-methylbenzyl)-3,6-dimethylphenol, 21.6 parts of sodiumhydroxide, 900 parts of water and 100 parts of tetrahydrofurane and they were completely dissolved. While stirring at 40° C., 73.0 parts of 37% formaldehyde was added dropwise thereto and the reaction was conductedfor 6 hours. After completion of the reaction, 36.0 parts of acetic acid was added for neutralization and then the mixture was cooled to 25°C. Thereafter,the pr... The reactants are C(CCC)C1=NC(=C(N1CC1=CC=C(C=C1)C1=C(C=CC=C1)C1=NN=NN1C(C)OCC)C(O)C1=NC=C(C=C1)C(OC)OC)Cl ({2-butyl-5-chloro-3-[(2'-(1-(1-ethoxyethyl)-1H-tetrazol-5-yl)biphenyl-4-yl)methyl]-3H-imidazol-4-yl}[5-(dimethoxymethyl)pyridin-2-yl]methanol). Reagents/catalysts: [O-2].[O-2].[Mn+4] (manganese dioxide). Solvent: C(Cl)Cl (methylene chloride). Reaction conditions: time 5 hour. Product: C(CCC)C1=NC(=C(N1CC1=CC=C(C=C1)C1=C(C=CC=C1)C1=NN=NN1C(C)OCC)C(=O)C1=NC=C(C=C1)C(OC)OC)Cl ({2-butyl-5-chloro-3-[(2'-(1-(1-ethoxyethyl)-1H-tetrazol-5-yl)biphenyl-4-yl)methyl]-3H-imidazol-4-yl}[5-(dimethoxymethyl)pyridin-2-yl]methanone). The yield is 69.8%. RXN SMILES: [CH2:1]([C:5]1[N:9]([CH2:10][C:11]2[CH:16]=[CH:15][C:14]([C:17]3[CH:22]=[CH:21][CH:20]=[CH:19][C:18]=3[C:23]3[N:27]([CH:28]([O:30][CH2:31][CH3:32])[CH3:29])[N:26]=[N:25][N:24]=3)=[CH:13][CH:12]=2)[C:8]([CH:33]([C:35]2[CH:40]=[CH:39][C:38]([CH:41]([O:44][CH3:45])[O:42][CH3:43])=[CH:37][N:36]=2)[OH:34])=[C:7]([Cl:46])[N:6]=1)[CH2:2][CH2:3][CH3:4]>C(Cl)Cl.[O-2].[O-2].[Mn+4]>[CH2:1]([C:5]1[N:9]([CH2:10][C:11]2[CH:12]=[CH:13][C:14]([C:17]3[CH:22]=[CH:21][CH:20]=[CH:19][C:18]=3[C:23]3[N:27]([CH:28]([O:30][CH2:31][CH3:32])[CH3:29])[N:26]=[N:25][N:24]=3)=[CH:15][CH:16]=2)[C:8]([C:33]([C:35]2[CH:40]=[CH:39][C:38]([CH:41]([O:42][CH3:43])[O:44][CH3:45])=[CH:37][N:36]=2)=[O:34])=[C:7]([Cl:46])[N:6]=1)[CH2:2][CH2:3][CH3:4] |f:2.3.4|. Reported procedure: 500 mg (0.77 mmole) of the compound obtained in step 1 was dissolved in 8 ml of methylene chloride and to the resulting solution was added 73 mg (7.74 mmole) of manganese dioxide. The mixture was stirred for 5 hours at room temperature and the resultant was removed from the solvent and purified with silica gel column chromatography to obtain 346 mg of the title compound (yield 70%).